The task is: describe an organic reaction: reactants, conditions, products, and yield. This data is from the Open Reaction Database (ORD), a public repository of structured organic reaction records. Starting materials: C([O-])(O)=O.[Na+] (sodium bicarbonate), C([O-])(O)=O.[Na+] (sodium bicarbonate), Cl.NCCC1=CC(O)=C(O)C=C1 (dopamine hydrochloride), C1OC=2C=C(C=CC2O1)CCC(C)=O (4-[3,4-(methylenedioxy) phenyl]butan-2-one). Reagents/catalysts: [Pt]=O (platinum oxide). The solvent is C(C)O (ethanol). Yields the product Cl.C1OC=2C=C(C=CC2O1)CCC(C)NCCC1=CC(=C(C=C1)O)O (N-[4-(3,4-methylenedioxyphenyl)-but-2-yl]-β-(3,4-dihydroxyphenyl) ethylamine hydrochloride). As a reaction SMILES: C(=O)(O)[O-].[Na+].[ClH:6].[NH2:7][CH2:8][CH2:9][C:10]1[CH:17]=[CH:16][C:14]([OH:15])=[C:12]([OH:13])[CH:11]=1.[CH2:18]1[O:26][C:25]2[CH:24]=[CH:23][C:22]([CH2:27][CH2:28][C:29](=O)[CH3:30])=[CH:21][C:20]=2[O:19]1>[Pt]=O.C(O)C>[ClH:6].[CH2:18]1[O:26][C:25]2[CH:24]=[CH:23][C:22]([CH2:27][CH2:28][CH:29]([NH:7][CH2:8][CH2:9][C:10]3[CH:17]=[CH:16][C:14]([OH:15])=[C:12]([OH:13])[CH:11]=3)[CH3:30])=[CH:21][C:20]=2[O:19]1 |f:0.1,2.3,7.8|. Procedure details: In 10 ml. of a saturated solution of sodium bicarbonate is dissolved 1.0 g. (0.00526 mole) dopamine hydrochloride. A solution of 4-[3,4-(methylenedioxy) phenyl]butan-2-one (1.10 g., 0.00526 mole) in 10 ml. ethanol is added to the above sodium bicarbonate solution. A white precipitate develops. The slurry is charged with 0.1 g. platinum oxide and hydrogenated for three hours at 20 psi. The solids are filtered and the solution concentrated. The residue is triturated with ethanol, refiltered and ag... As a reaction SMILES: [CH3:1][O:2][c:3]1[cH:4][c:5]([CH2:6][N:7]2[CH2:8][CH:9]([NH:12][c:13]3[n:14][cH:15][c:16]([CH:19]=[CH:20][C:21](=[O:22])[OH:23])[n:17][cH:18]3)[CH2:10][CH2:11]2)[cH:24][cH:25][cH:26]1.[CH3:45][N:46]([CH3:47])[CH2:48][CH2:49][CH2:50][N:51]=[C:52]=[N:53][CH2:54][CH3:55].[Na+:60].[O-:56][C:57]([OH:58])=[O:59].[O:27]1[CH:28]([O:33][NH2:34])[CH2:29][CH2:30][CH2:31][CH2:32]1.[O:61]=[CH:62][N:63]([CH3:64])[CH3:65].[OH:35][n:36]1[c:37]2[cH:38][cH:39][cH:40][cH:41][c:42]2[n:43][n:44]1>>[CH3:1][O:2][c:3]1[cH:4][c:5]([CH2:6][N:7]2[CH2:8][CH:9]([NH:12][c:13]3[n:14][cH:15][c:16]([CH:19]=[CH:20][C:21](=[O:23])[NH:34][O:33][CH:28]4[O:27][CH2:32][CH2:31][CH2:30][CH2:29]4)[n:17][cH:18]3)[CH2:10][CH2:11]2)[cH:24][cH:25][cH:26]1. Product: COc1cccc(CN2CCC(Nc3cnc(C=CC(=O)NOC4CCCCO4)cn3)C2)c1. Reactants: COc1cccc(CN2CCC(Nc3cnc(C=CC(=O)O)cn3)C2)c1, CCN=C=NCCCN(C)C, [Na+], O=C([O-])O, NOC1CCCCO1, CN(C)C=O, On1nnc2ccccc21. Reactants: CI, [H-], [Na+], C1CCOC1, O, COc1cc(I)cc(OC)c1OCCO. The product is COCCOc1c(OC)cc(I)cc1OC. RXN SMILES: [CH3:1][I:2].[H-:3].[Na+:4].[O:21]1[CH2:22][CH2:23][CH2:24][CH2:25]1.[OH2:20].[OH:5][CH2:6][CH2:7][O:8][c:9]1[c:10]([O:18][CH3:19])[cH:11][c:12]([I:17])[cH:13][c:14]1[O:15][CH3:16]>>[CH3:1][O:5][CH2:6][CH2:7][O:8][c:9]1[c:10]([O:18][CH3:19])[cH:11][c:12]([I:17])[cH:13][c:14]1[O:15][CH3:16].